From a dataset of the Open Reaction Database (ORD), a public repository of structured organic reaction records. describe an organic reaction: reactants, conditions, products, and yield The reactants are Cc1ccc(NS(C)(=O)=O)cc1Br, [H-], CI, [Na+], CN(C)C=O. The product is Cc1ccc(N(C)S(C)(=O)=O)cc1Br. Reaction SMILES: [Br:1][c:2]1[cH:3][c:4]([NH:9][S:10](=[O:11])(=[O:12])[CH3:13])[cH:5][cH:6][c:7]1[CH3:8].[H-:15].[I:16][CH3:17].[Na+:14].[O:18]=[CH:19][N:20]([CH3:21])[CH3:22]>>[Br:1][c:2]1[cH:3][c:4]([N:9]([S:10](=[O:11])(=[O:12])[CH3:13])[CH3:17])[cH:5][cH:6][c:7]1[CH3:8]. Starting materials: Cc1cc(Nc2ccn(COCC[Si](C)(C)C)n2)nc(CC2CCN(C(=O)OC(C)(C)C)CC2)n1, O=CO. Product: Cc1cc(Nc2ccn(COCC[Si](C)(C)C)n2)nc(CC2CCNCC2)n1. RXN SMILES: [CH3:1][c:2]1[n:3][c:4]([CH2:22][CH:23]2[CH2:24][CH2:25][N:26]([C:29]([O:30][C:31]([CH3:32])([CH3:33])[CH3:34])=[O:35])[CH2:27][CH2:28]2)[n:5][c:6]([NH:8][c:9]2[n:10][n:11]([CH2:14][O:15][CH2:16][CH2:17][Si:18]([CH3:19])([CH3:20])[CH3:21])[cH:12][cH:13]2)[cH:7]1.[CH:36]([OH:37])=[O:38]>>[CH3:1][c:2]1[n:3][c:4]([CH2:22][CH:23]2[CH2:24][CH2:25][NH:26][CH2:27][CH2:28]2)[n:5][c:6]([NH:8][c:9]2[n:10][n:11]([CH2:14][O:15][CH2:16][CH2:17][Si:18]([CH3:19])([CH3:20])[CH3:21])[cH:12][cH:13]2)[cH:7]1.